This data is from the Open Reaction Database (ORD), a public repository of structured organic reaction records. The task is: describe an organic reaction: reactants, conditions, products, and yield Reactants: COC(=O)C(Cc1cc(-c2ccc(OCc3ccccc3)c(CC(NC(=O)OCc3ccccc3)C(=O)O)c2)ccc1F)N(C)C(=O)C(CCCNC(=O)OCc1ccccc1)NC(=O)OC(C)(C)C, ClCCCl, CN(C)c1ccncc1, ClCCl, Oc1c(F)c(F)c(F)c(F)c1F. Yields the product COC(=O)C(Cc1cc(-c2ccc(OCc3ccccc3)c(CC(NC(=O)OCc3ccccc3)C(=O)Oc3c(F)c(F)c(F)c(F)c3F)c2)ccc1F)N(C)C(=O)C(CCCNC(=O)OCc1ccccc1)NC(=O)OC(C)(C)C. As a reaction SMILES: [CH2:1]([c:2]1[cH:3][cH:4][cH:5][cH:6][cH:7]1)[O:8][c:9]1[c:10]([CH2:55][CH:56]([C:57](=[O:58])[OH:59])[NH:60][C:61](=[O:62])[O:63][CH2:64][c:65]2[cH:66][cH:67][cH:68][cH:69][cH:70]2)[cH:11][c:12](-[c:15]2[cH:16][c:17]([CH2:22][CH:23]([C:24](=[O:25])[O:26][CH3:27])[N:28]([CH3:29])[C:30]([CH:31]([CH2:32][CH2:33][CH2:34][NH:35][C:36](=[O:37])[O:38][CH2:39][c:40]3[cH:41][cH:42][cH:43][cH:44][cH:45]3)[NH:46][C:47](=[O:48])[O:49][C:50]([CH3:51])([CH3:52])[CH3:53])=[O:54])[c:18]([F:21])[cH:19][cH:20]2)[cH:13][cH:14]1.[CH2:83]([Cl:84])[CH2:85][Cl:86].[CH3:87][N:88]([c:89]1[cH:90][cH:91][n:92][cH:93][cH:94]1)[CH3:95].[Cl:96][CH2:97][Cl:98].[F:71][c:72]1[c:73]([F:82])[c:74]([F:81])[c:75]([F:80])[c:76]([F:79])[c:77]1[OH:78]>>[CH2:1]([c:2]1[cH:3][cH:4][cH:5][cH:6][cH:7]1)[O:8][c:9]1[c:10]([CH2:55][CH:56]([C:57](=[O:58])[O:59][c:77]2[c:72]([F:71])[c:73]([F:82])[c:74]([F:81])[c:75]([F:80])[c:76]2[F:79])[NH:60][C:61](=[O:62])[O:63][CH2:64][c:65]2[cH:66][cH:67][cH:68][cH:69][cH:70]2)[cH:11][c:12](-[c:15]2[cH:16][c:17]([CH2:22][CH:23]([C:24](=[O:25])[O:26][CH3:27])[N:28]([CH3:29])[C:30]([CH:31]([CH2:32][CH2:33][CH2:34][NH:35][C:36](=[O:37])[O:38][CH2:39][c:40]3[cH:41][cH:42][cH:43][cH:44][cH:45]3)[NH:46][C:47](=[O:48])[O:49][C:50]([CH3:51])([CH3:52])[CH3:53])=[O:54])[c:18]([F:21])[cH:19][cH:20]2)[cH:13][cH:14]1.